This data is from the Open Reaction Database (ORD), a public repository of structured organic reaction records. The task is: describe an organic reaction: reactants, conditions, products, and yield The reactants are FC(OC1=CC=C(N)C=C1)(F)F (4-(trifluoromethoxy)aniline), CSC(=C[N+](=O)[O-])SC (1,1-bis(methylthio)-2-nitroethylene), N[C@@H]1C(N(CCCC1)CC(=O)N1CCCC1)=O (1-[[(3S)-3-aminohexahydro-2-oxo-1H-azepin-1-yl]acetyl]pyrrolidine). Solvent: C(C)O (ethanol). Reaction conditions: temperature 80 celsius, time 14 hour. Yields the product [N+](=O)([O-])C=C(NC1=CC=C(C=C1)OC(F)(F)F)N[C@@H]1C(N(CCCC1)CC(=O)N1CCCC1)=O (1-[[(3S)-Hexahydro-3-[[2-nitro-1-[[4-(trifluoromethoxy)phenyl]amino]ethenyl]amino]-2-oxo-1H-azepin-1-yl]acetyl]pyrrolidine). Yield: 56.2%. Reaction SMILES: [F:1][C:2]([F:12])([F:11])[O:3][C:4]1[CH:10]=[CH:9][C:7]([NH2:8])=[CH:6][CH:5]=1.CS[C:15](SC)=[CH:16][N+:17]([O-:19])=[O:18].[NH2:22][C@H:23]1[CH2:29][CH2:28][CH2:27][CH2:26][N:25]([CH2:30][C:31]([N:33]2[CH2:37][CH2:36][CH2:35][CH2:34]2)=[O:32])[C:24]1=[O:38]>C(O)C>[N+:17]([CH:16]=[C:15]([NH:22][C@H:23]1[CH2:29][CH2:28][CH2:27][CH2:26][N:25]([CH2:30][C:31]([N:33]2[CH2:34][CH2:35][CH2:36][CH2:37]2)=[O:32])[C:24]1=[O:38])[NH:8][C:7]1[CH:9]=[CH:10][C:4]([O:3][C:2]([F:11])([F:12])[F:1])=[CH:5][CH:6]=1)([O-:19])=[O:18]. Procedure details: A mixture of 4-(trifluoromethoxy)aniline (20 mg, 0.11 mmol) and 1,1-bis(methylthio)-2-nitroethylene (19 mg, 0.12 mmol) in ethanol (0.25 mL) was heated at 80° C. for 5 h. To the mixture was added 1-[[(3S)-3-aminohexahydro-2-oxo-1H-azepin-1-yl]acetyl]pyrrolidine (27 mg, 0.11 mmol). The resulting solution was stirred at 80° C. for 14 h, and the mixture was then concentrated in vacuo. The residue was purified by preparative HPLC (YMC-PACK ODSA S5 (30×250 mm); flow rate 25 mL/min; gradient time 55 mi...